From a dataset of the Open Reaction Database (ORD), a public repository of structured organic reaction records. describe an organic reaction: reactants, conditions, products, and yield Reaction SMILES: O[C:2]1[N:7]=[C:6]2[N:8]([CH3:12])[N:9]=[C:10]([CH3:11])[C:5]2=[CH:4][C:3]=1[C:13]#[N:14].O.C1(P(Cl)([Cl:24])=O)C=CC=CC=1>>[Cl:24][C:2]1[N:7]=[C:6]2[N:8]([CH3:12])[N:9]=[C:10]([CH3:11])[C:5]2=[CH:4][C:3]=1[C:13]#[N:14]. Reactants: OC1=C(C=C2C(=N1)N(N=C2C)C)C#N (6-Hydroxy-1,3-dimethylpyrazolo[5,4-b]pyridine-5-carbonitrile), C1(=CC=CC=C1)P(=O)(Cl)Cl (phenylphosphonic dichloride), O (water). Yields the product ClC1=C(C=C2C(=N1)N(N=C2C)C)C#N (6-chloro-1,3-dimethylpyrazolo[5,4-b]pyridine-5-carbonitrile). Procedure: 6-Hydroxy-1,3-dimethylpyrazolo[5,4-b]pyridine-5-carbonitrile (2.18 g) was dissolved in phenylphosphonic dichloride, and stirred at 150° C. for 17 hours. The solution was allowed to cool to room temperature and poured into water, then extracted with ethyl acetate. The extract was washed with saturated NaHCO3 solution and dried over Na2SO4. Evaporation of the solvent gave 6-chloro-1,3-dimethylpyrazolo[5,4-b]pyridine-5-carbonitrile as a white solid. Reaction conditions: temperature 150 celsius, time 17 hour. Starting materials: N1=CC(=CC=C1)C1=NN2C(C=CC(=C2)NC(OC(C)(C)C)=O)=N1 (tert-butyl 2-(pyridin-3-yl)-[1,2,4]triazolo[1,5-a]pyridin-6-ylcarbamate), Cl (hydrochloric acid), C(C)OCC (diethyl ether). Run in ClCCl (dichloromethane). Run at temperature 25 celsius, time 18 hour. The product is N1=CC(=CC=C1)C1=NN2C(C=CC(=C2)N)=N1 (2-pyridin-3-yl-[1,2,4]triazolo[1,5-a]pyridin-6-ylamine). Yield: 53.1%. RXN SMILES: [N:1]1[CH:6]=[CH:5][CH:4]=[C:3]([C:7]2[N:23]=[C:10]3[CH:11]=[CH:12][C:13]([NH:15]C(=O)OC(C)(C)C)=[CH:14][N:9]3[N:8]=2)[CH:2]=1.Cl.C(OCC)C>ClCCl>[N:1]1[CH:6]=[CH:5][CH:4]=[C:3]([C:7]2[N:23]=[C:10]3[CH:11]=[CH:12][C:13]([NH2:15])=[CH:14][N:9]3[N:8]=2)[CH:2]=1. Procedure: A mixture of tert-butyl 2-(pyridin-3-yl)-[1,2,4]triazolo[1,5-a]pyridin-6-ylcarbamate (1.34 g, 4.3 mmol), dichloromethane (10 ml) and hydrochloric acid (5 molar in diethyl ether (36.0 g, 30 ml, 987 mmol) was stirred for 18 hours at 25° C. The solvents were evaporated under reduced pressure and the residue treated with sodium hydroxide solution (2 molar in water). The mixture was extracted with ethyl acetate, the organic layers were washed with water and brine, dried over magnesium sulfate, filtra...